Dataset: the Open Reaction Database (ORD), a public repository of structured organic reaction records. Task: describe an organic reaction: reactants, conditions, products, and yield The reactants are C(C)(=O)N1C(C(C2=CC(=CC=C12)C(C)=O)=C(OC)C1=CC=C(C=C1)[N+](=O)[O-])=O (1,5-diacetyl-3-[4-nitrophenyl-methoxy-methylidene]-2-indolinone), NC1CCN(CC1)C (4-amino-N-methylpiperidine). Solvent: CN(C=O)C (dimethylformamide). Yields the product C(C)(=O)N1C(C(C2=CC(=CC=C12)C(C)=O)=C(NC1CCN(CC1)C)C1=CC=C(C=C1)[N+](=O)[O-])=O (1,5-diacetyl-3-[4-nitrophenyl-(1-methyl-piperidin-4-ylamino)-methylidene]-2-indolinone). As a reaction SMILES: [C:1]([N:4]1[C:12]2[C:7](=[CH:8][C:9]([C:13](=[O:15])[CH3:14])=[CH:10][CH:11]=2)[C:6](=[C:16]([C:19]2[CH:24]=[CH:23][C:22]([N+:25]([O-:27])=[O:26])=[CH:21][CH:20]=2)OC)[C:5]1=[O:28])(=[O:3])[CH3:2].[NH2:29][CH:30]1[CH2:35][CH2:34][N:33]([CH3:36])[CH2:32][CH2:31]1>CN(C)C=O>[C:1]([N:4]1[C:12]2[C:7](=[CH:8][C:9]([C:13](=[O:15])[CH3:14])=[CH:10][CH:11]=2)[C:6](=[C:16]([C:19]2[CH:24]=[CH:23][C:22]([N+:25]([O-:27])=[O:26])=[CH:21][CH:20]=2)[NH:29][CH:30]2[CH2:35][CH2:34][N:33]([CH3:36])[CH2:32][CH2:31]2)[C:5]1=[O:28])(=[O:3])[CH3:2]. Reported procedure: 2.7 g (7 mmol) 1,5-diacetyl-3-[4-nitrophenyl-methoxy-methylidene]-2-indolinone (Ex. VI.2) are suspended in 20 ml of dimethylformamide and stirred with 0.9 g (7.7 mmol) 4-amino-N-methylpiperidine for 6 h at 80° C. Then the mixture is evaporated down and the acetyl-protected intermediate product is washed with a little water and suction filtered. The reactants are COC=1C=C(CO)C=CC1OC (3,4-dimethoxybenzyl alcohol), C(Br)(Br)(Br)Br (carbon tetrabromide), C1(=CC=CC=C1)P(C1=CC=CC=C1)C1=CC=CC=C1 (triphenylphosphine). The solvent is C1CCOC1 (THF), C1CCOC1 (THF). Reaction conditions: temperature 60 celsius. Yields the product COC=1C=C(CBr)C=CC1OC (3,4-Dimethoxybenzyl Bromide). Isolated yield 58.5%. RXN SMILES: [CH3:1][O:2][C:3]1[CH:4]=[C:5]([CH:8]=[CH:9][C:10]=1[O:11][CH3:12])[CH2:6]O.C(Br)(Br)(Br)[Br:14].C1(P(C2C=CC=CC=2)C2C=CC=CC=2)C=CC=CC=1>C1COCC1>[CH3:1][O:2][C:3]1[CH:4]=[C:5]([CH:8]=[CH:9][C:10]=1[O:11][CH3:12])[CH2:6][Br:14]. Procedure details: To a solution of 3,4-dimethoxybenzyl alcohol (10 g, 59.5 mmol), carbon tetrabromide (22 g, 65.4 mmol), and THF (250 mL) was added triphenylphosphine (17 g, 65.4 mmol) in THF (75 mL). The reaction was heated at 60° C. for 1 h and concentrated to an oil. To the residue was added 1:1 CH2Cl2:Et2O and the resulting solid was filtered. The filtrate was concentrated and chromatographed on florisil with CH2Cl2 to give the title compound (8.05 g, 59%). Starting materials: C(C)(C)N=C=NC(C)C (1,3-Diisopropylcarbodiimide), FC1=CC=C(C=C1)C1=CSC=2N=CN=C(C21)OCCCOC=2C=C(C(=O)O)C=CC2 (3-(3-{[5-(4-fluorophenyl)thieno[2,3-d]pyrimidin-4-yl]oxy}propoxy)benzoic acid), Cl.NCC(=O)N (2-amino-acetamide hydrochloride), ON1N=NC2=C1C=CC=C2 (1-hydroxybenzotriazole), C(C)(C)N(CC)C(C)C (diisopropylethylamine). The reagents and catalysts are CN(C1=CC=NC=C1)C (4-dimethylaminopyridine). The solvent is CN(C=O)C (N,N-dimethylformamide). Conditions: time 6 hour. Product: NC(CNC(C1=CC(=CC=C1)OCCCOC=1C2=C(N=CN1)SC=C2C2=CC=C(C=C2)F)=O)=O (N-(2-amino-2-oxoethyl)-3-(3-{[5-(4-fluorophenyl)thieno[2,3-d]pyrimidin-4-yl]oxy}propoxy)benzamide). Yield: 40.0%. Reaction SMILES: C(N=C=NC(C)C)(C)C.[F:10][C:11]1[CH:16]=[CH:15][C:14]([C:17]2[C:25]3[C:24]([O:26][CH2:27][CH2:28][CH2:29][O:30][C:31]4[CH:32]=[C:33]([CH:37]=[CH:38][CH:39]=4)[C:34](O)=[O:35])=[N:23][CH:22]=[N:21][C:20]=3[S:19][CH:18]=2)=[CH:13][CH:12]=1.Cl.[NH2:41][CH2:42][C:43]([NH2:45])=[O:44].ON1C2C=CC=CC=2N=N1.C(N(C(C)C)CC)(C)C>CN(C)C1C=CN=CC=1.CN(C)C=O>[NH2:45][C:43](=[O:44])[CH2:42][NH:41][C:34](=[O:35])[C:33]1[CH:37]=[CH:38][CH:39]=[C:31]([O:30][CH2:29][CH2:28][CH2:27][O:26][C:24]2[C:25]3[C:17]([C:14]4[CH:15]=[CH:16][C:11]([F:10])=[CH:12][CH:13]=4)=[CH:18][S:19][C:20]=3[N:21]=[CH:22][N:23]=2)[CH:32]=1 |f:2.3|. Procedure: 1,3-Diisopropylcarbodiimide (13.0 mg, 0.10 mmol) was added to a stirred mixture of 3-(3-{[5-(4-fluorophenyl)thieno[2,3-d]pyrimidin-4-yl]oxy}propoxy)benzoic acid (21 mg, 0.050 mmol), 2-amino-acetamide hydrochloride (11 mg, 0.10 mmol), 1-hydroxybenzotriazole (6.7 mg, 0.05 mmol), diisopropylethylamine (40 mg, 0.30 mmol) and 4-dimethylaminopyridine (13 mg, 0.10 mmol) in N,N-dimethylformamide (1.0 mL). The mixture was stirred at room temperature for 6 hours and then concentrated in vacuo. The resulta... The reactants are [N+](=O)(O)[O-] (nitric acid), C12(CC3CC(CC(C1)C3)C2)C(=O)O (1-adamantane carboxylic acid), C12(CC3CC(CC(C1)C3)C2)O (1-adamantanol), C12(CC3CC(CC(C1)C3)C2)C(=O)O (1-adamantane carboxylic acid). The product is OC12CC3(CC(CC(C1)C3)C2)C(=O)O (3-hydroxy adamantane-1-carboxylic acid). Isolated yield 75.2%. RXN SMILES: [N+]([O-])(O)=O.[C:5]12([OH:15])[CH2:14][CH:9]3[CH2:10][CH:11]([CH2:13][CH:7]([CH2:8]3)[CH2:6]1)[CH2:12]2.C12([C:26]([OH:28])=[O:27])CC3CC(CC(C3)C1)C2>>[OH:15][C:5]12[CH2:12][CH:11]3[CH2:10][CH:9]([CH2:8][C:7]([C:26]([OH:28])=[O:27])([CH2:13]3)[CH2:6]1)[CH2:14]2. Reported procedure: The same operations as conducted in Example 1 were repeated, except that the reaction mixture temperature after dropwise addition of nitric acid was set to 50° C. In the first carboxylation reaction step, the conversion of 1-adamantanol was found to be 99.0% and 1-adamantane carboxylic acid was generated in a reaction yield of 97%. In the second oxidation reaction step, the conversion of 1-adamantane carboxylic acid was found to be 99% and white crystals of 3-hydroxy adamantane-1-carboxylic acid... Starting materials: Cc1ccnc(N)c1, [Na+], [OH-], O=[N+]([O-])O, O=S(=O)(O)O. Yields the product Cc1cc(N)ncc1[N+](=O)[O-]. RXN SMILES: [NH2:1][c:2]1[n:3][cH:4][cH:5][c:6]([CH3:8])[cH:7]1.[Na+:14].[OH-:13].[OH:9][N+:10]([O-:11])=[O:12].[S:15](=[O:16])(=[O:17])([OH:18])[OH:19]>>[NH2:1][c:2]1[n:3][cH:4][c:5]([N+:10](=[O:9])[O-:11])[c:6]([CH3:8])[cH:7]1. The reactants are C[O-].[Na+] (sodium methoxide), C(F)(C(F)(F)F)(C(F)(F)F)C(F)(F)C(F)(F)C(F)(F)C(F)(F)C(F)(F)C(F)(F)CCS ((CF3)2CF(CF2)6C2H4SH), Cl (hydrochloric acid), liquid, C1CO1 (ethylene oxide). Solvent: CO (methanol), O (water). Conditions: temperature 5 celsius, time 30 minute. Product: C(F)(C(F)(F)F)(C(F)(F)F)C(F)(F)C(F)(F)C(F)(F)C(F)(F)C(F)(F)C(F)(F)CCSCCO ((CF3)2CF(CF2)6C2H4SC2H4OH). As a reaction SMILES: C[O-].[Na+].[C:4]([C:14]([C:17]([C:20]([C:23]([C:26]([C:29]([CH2:32][CH2:33][SH:34])([F:31])[F:30])([F:28])[F:27])([F:25])[F:24])([F:22])[F:21])([F:19])[F:18])([F:16])[F:15])([C:10]([F:13])([F:12])[F:11])([C:6]([F:9])([F:8])[F:7])[F:5].[CH2:35]1[O:37][CH2:36]1.Cl>O.CO>[C:4]([C:14]([C:17]([C:20]([C:23]([C:26]([C:29]([CH2:32][CH2:33][S:34][CH2:35][CH2:36][OH:37])([F:30])[F:31])([F:27])[F:28])([F:24])[F:25])([F:22])[F:21])([F:19])[F:18])([F:16])[F:15])([C:10]([F:13])([F:12])[F:11])([C:6]([F:9])([F:8])[F:7])[F:5] |f:0.1|. Procedure: A 500 ml flask is charged with 100 ml of methanol, 5.4 g (0.1 mole) of sodium methoxide, and 53 g (0.1 mole) of (CF3)2CF(CF2)6C2H4SH and the mixture stirred for 30 minutes at 5°C. To this is added 4.6 g (0.105 mole) of liquid ethylene oxide keeping the temperature below 5°. After stirring for 1 hour, 100 ml of water is added and the product acidified to litmus with conc. hydrochloric acid. Extraction with 1,1,2-trichloro-1,2,2-trifluoroethane and solvent evaporation affords 41 g of (CF3)2CF(CF2)...